Dataset: the Open Reaction Database (ORD), a public repository of structured organic reaction records. Task: describe an organic reaction: reactants, conditions, products, and yield Reactants: C(C)OC(CC1=CC=C(C=C1)S)=O ((4-mercaptophenyl)-acetic acid ethyl ester), C([O-])([O-])=O.[K+].[K+] (potassium carbonate), ClCC(C)=O (chloroacetone). Run in CC(=O)C (acetone), CC(=O)C (acetone), O (water). Yields the product C(C)OC(CC1=CC=C(C=C1)SCC(C)=O)=O ([4-(2-oxo-propylsulfanyl)-phenyl]-acetic acid ethyl ester). RXN SMILES: [CH2:1]([O:3][C:4](=[O:13])[CH2:5][C:6]1[CH:11]=[CH:10][C:9]([SH:12])=[CH:8][CH:7]=1)[CH3:2].C(=O)([O-])[O-].[K+].[K+].Cl[CH2:21][C:22](=[O:24])[CH3:23]>CC(C)=O.O>[CH2:1]([O:3][C:4](=[O:13])[CH2:5][C:6]1[CH:11]=[CH:10][C:9]([S:12][CH2:21][C:22](=[O:24])[CH3:23])=[CH:8][CH:7]=1)[CH3:2] |f:1.2.3|. Reported procedure: To a solution of (4-mercaptophenyl)-acetic acid ethyl ester (10 g, 0.051 mol) in 150 mL of acetone is added potassium carbonate (anhydrous, 8.51 g, 0.061 mol) at 0° C., followed by dropwise addition of chloroacetone (5 mL, 0.061 mol) in 10 mL of acetone at 0° C. The reaction is then maintained at RT for 2 h. The reaction is filtered and the filtrate is concentrated under vacuum. The residue thus obtained is diluted with 15 mL of water and extracted with ethyl acetate (2×50 mL). The organic layer...